Dataset: the Open Reaction Database (ORD), a public repository of structured organic reaction records. Task: describe an organic reaction: reactants, conditions, products, and yield Starting materials: C([O-])(O)=O.[Na+] (sodium bicarbonate), C1(=CC=CC=C1)[C@H](C)N ((S)-1-phenylethylamine), mixture, O.C1(=CC=C(C=C1)S(=O)(=O)O)C (p-toluenesulfonate monohydrate), C(C)O (ethanol), C(OCC)([O-])[O-] (ethyl orthoformate), C([O-])(O)=O.[Na+] (sodium bicarbonate), C1(CC1)(C=O)C=O (1,1-cyclopropane dicarboaldehyde), [C-]#N.[K+] (potassium cyanide), S([O-])(O)=O.[Na+] (sodium bisulfite). Procedure: In toluene (20 ml) was dissolved 1,1-cyclopropane dicarboaldehyde (1.96 g, 20 mmol). Under ice cooling and stirring, a solution of p-toluenesulfonate monohydrate (19.2 mg, 0.1 mmol) in ethanol (276 mg, 6.0 mmol), and then ethyl orthoformate (3.11 g, 21 mmol) were added. The mixture was stirred at the external temperature of 40° C. for 1 hour. After addition of a saturated aqueous solution (0.3 ml) of sodium bicarbonate to the reaction mixture, (S)-1-phenylethylamine (2.67 g, 22 mmol) was added u... Solvent: C(C)(=O)OCC (ethyl acetate), CCCCCC (hexane), O (water), C1(=CC=CC=C1)C (toluene). As a reaction SMILES: [C:1]1([CH:6]=[O:7])([CH:4]=O)[CH2:3][CH2:2]1.O.C1(C)C=CC(S(O)(=O)=O)=CC=1.[CH2:20]([OH:22])[CH3:21].C([O-])([O-])O[CH2:25][CH3:26].C(=O)(O)[O-].[Na+].[C:34]1([C@@H:40]([NH2:42])[CH3:41])[CH:39]=[CH:38][CH:37]=[CH:36][CH:35]=1.[C-:43]#[N:44].[K+].S(=O)(O)[O-].[Na+]>C1(C)C=CC=CC=1.C(OCC)(=O)C.CCCCCC.O>[CH2:20]([O:22][CH:6]([O:7][CH2:25][CH3:26])[C:1]1([C@H:4]([NH:42][C@H:40]([C:34]2[CH:39]=[CH:38][CH:37]=[CH:36][CH:35]=2)[CH3:41])[C:43]#[N:44])[CH2:2][CH2:3]1)[CH3:21] |f:1.2,5.6,8.9,10.11|. Product: C(C)OC(C1(CC1)[C@@H](C#N)N[C@@H](C)C1=CC=CC=C1)OCC ((2S)-2-[1-(Diethoxymethyl)cyclopropyl]-2-{[(1S)-1-phenylethyl]amino}acetonitrile). Reaction conditions: time 30 minute. The reactants are COC1=C(C(=O)N[C@@H]2[C@H](CCC2)NC2=NC=C(N=C2)C(F)(F)F)C=C(C=C1)C (2-Methoxy-5-methyl-N-[(1S,2S)-2-{[5-(trifluoromethyl)pyrazin-2-yl]amino}cyclopentyl]benzamide), ClC1=C(C(=O)O)C(=CC=C1)N1N=CC=N1 (2-chloro-6-(2H-1,2,3-triazol-2-yl)benzoic acid), ClC1=C(C(=O)O)C(=CC=C1)N1N=CC=N1 (2-chloro-6-(2H-1,2,3-triazol-2-yl)benzoic acid), Cl.FC(C=1N=CC(=NC1)N[C@@H]1[C@H](CCC1)N)(F)F ((1S,2S)-1-N-[5-(trifluoromethyl)pyrazin-2-yl]cyclopentane-1,2-diamine hydrochloride), Cl.FC(C=1N=CC(=NC1)N[C@@H]1[C@H](CCC1)N)(F)F ((1S,2S)-1-N-[5-(trifluoromethyl)pyrazin-2-yl]cyclopentane-1,2-diamine hydrochloride). The product is ClC1=C(C(=O)N[C@@H]2[C@H](CCC2)NC2=NC=C(N=C2)C(F)(F)F)C(=CC=C1)N1N=CC=N1 (2-Chloro-6-(2H-1,2,3-triazol-2-yl)-N-[(1S,2S)-2-{[5-(trifluoromethyl)pyrazin-2-yl]amino}cyclopentyl]benzamide). As a reaction SMILES: COC1C=CC(C)=CC=1C(N[C@H]1CCC[C@@H]1NC1C=NC(C(F)(F)F)=CN=1)=O.Cl.[F:30][C:31]([F:46])([F:45])[C:32]1[N:33]=[CH:34][C:35]([NH:38][C@H:39]2[CH2:43][CH2:42][CH2:41][C@@H:40]2[NH2:44])=[N:36][CH:37]=1.[Cl:47][C:48]1[CH:56]=[CH:55][CH:54]=[C:53]([N:57]2[N:61]=[CH:60][CH:59]=[N:58]2)[C:49]=1[C:50](O)=[O:51]>>[Cl:47][C:48]1[CH:56]=[CH:55][CH:54]=[C:53]([N:57]2[N:61]=[CH:60][CH:59]=[N:58]2)[C:49]=1[C:50]([NH:44][C@H:40]1[CH2:41][CH2:42][CH2:43][C@@H:39]1[NH:38][C:35]1[CH:34]=[N:33][C:32]([C:31]([F:30])([F:45])[F:46])=[CH:37][N:36]=1)=[O:51] |f:1.2|. Procedure: Prepared according to the procedure for 2-methoxy-5-methyl-N-[(1S,2S)-2-{[5-(trifluoromethyl)pyrazin-2-yl]amino}cyclopentyl]benzamide (Example 37) from (1S,2S)-1-N-[5-(trifluoromethyl)pyrazin-2-yl]cyclopentane-1,2-diamine hydrochloride (Intermediate 14; 75 mg, 0.265 mmol) and 2-chloro-6-(2H-1,2,3-triazol-2-yl)benzoic acid (Intermediate 15; 71 mg, 0.318 mmol) to afford the title compound. The reactants are Cc1cc(S(=O)(=O)c2ccccc2)cnc1Oc1cc(CC(=O)O)cc(C(F)(F)F)c1, O=C(O)Cc1cc(O)cc(Cl)c1. Product: O=C(O)Cc1cc(S)cc(Cl)c1. RXN SMILES: [CH3:1][c:2]1[c:3]([O:4][c:5]2[cH:6][c:7]([CH2:9][C:10]([OH:11])=[O:12])[cH:13][c:14]([C:15]([F:16])([F:17])[F:18])[cH:19]2)[n:20][cH:21][c:22]([S:8]([c:23]2[cH:24][cH:25][cH:26][cH:27][cH:28]2)(=[O:29])=[O:30])[cH:31]1.[Cl:32][c:33]1[cH:34][c:35]([CH2:40][C:41](=[O:42])[OH:43])[cH:36][c:37]([OH:39])[cH:38]1>>[SH:8][c:37]1[cH:36][c:35]([CH2:40][C:41](=[O:42])[OH:43])[cH:34][c:33]([Cl:32])[cH:38]1. Starting materials: CC1=C(C(=O)OC)C=C(C(=C1)Cl)S(=O)(=O)C (methyl 2-methyl-4-chloro-5-methylsulphonylbenzoate), Cl (HCl). Run in CO (methanol). Run at time 2 hour. The product is CC1=C(C(=O)O)C=C(C(=C1)Cl)S(=O)(=O)C (2-Methyl-4-chloro-5-methylsulphonylbenzoic acid). Reaction SMILES: [CH3:1][C:2]1[CH:11]=[C:10]([Cl:12])[C:9]([S:13]([CH3:16])(=[O:15])=[O:14])=[CH:8][C:3]=1[C:4]([O:6]C)=[O:5].Cl>CO>[CH3:1][C:2]1[CH:11]=[C:10]([Cl:12])[C:9]([S:13]([CH3:16])(=[O:15])=[O:14])=[CH:8][C:3]=1[C:4]([OH:6])=[O:5]. Procedure: 10 g of methyl 2-methyl-4-chloro-5-methylsulphonylbenzoate are added, while cooling with ice, to a mixture of 30 ml of conc. HCl and 200 ml of methanol, and the whole is then stirred for 2 h. The resulting precipitate is filtered off with suction and recrystallized from methanol. 2-Methyl-4-chloro-5-methylsulphonylbenzoic acid is obtained, m.p. 217°-218°. The reactants are C(C)(=O)[O-].[Na+] (sodium acetate), C(C)(=O)O (acetic acid), O (water), FC=1C=C2CCC(=C(C2=CC1)C)N1CCCC1 (6-fluoro-1-methyl-2-pyrrolidinyl-3,4-dihydronaphthalene). The solvent is C(C)(=O)OCC (ethyl acetate). Reaction conditions: time 4 hour. Yields the product FC=1C=C2CCC(C(C2=CC1)C)=O (6-fluoro-1-methyl-2-tetralone). Yield: 60.0%. Reaction SMILES: [F:1][C:2]1[CH:3]=[C:4]2[C:9](=[CH:10][CH:11]=1)[C:8]([CH3:12])=[C:7](N1CCCC1)[CH2:6][CH2:5]2.C([O-])(=[O:20])C.[Na+].C(O)(=O)C.O>C(OCC)(=O)C>[F:1][C:2]1[CH:3]=[C:4]2[C:9](=[CH:10][CH:11]=1)[CH:8]([CH3:12])[C:7](=[O:20])[CH2:6][CH2:5]2 |f:1.2|. Reported procedure: To the 6-fluoro-1-methyl-2-pyrrolidinyl-3,4-dihydronaphthalene afforded above in Step B in 1700 ml of ethyl acetate was added sodium acetate (10.2 g; 124.4 mmol), acetic acid (10.2 ml; 178.2 mmol) and 102 ml of water. The reaction mixture was stirred at room temperature for 4 hours. The layers were separated and the organic layer was washed with brine, 5% NaHCO3, and brine. The organic layer was dried over MgSO4 and was concentrated to afford 7.9 g of the subtitle compound as a dark orange-red o... The reactants are COC=1C=C(COC2=NN(C=C2C=O)C2=CC=CC=C2)C=CC1OCC=1C(=NN(C1)C1=NC=CC=C1)C (3-({3-methoxy-4-[(3-methyl-1-pyridin-2-yl-1H-pyrazol-4-yl)methoxy]benzyl}oxy)-1-phenyl-1H-pyrazole-4-carbaldehyde), C(P(OCC)(OCC)=O)P(OCC)(OCC)=O (tetraethyl methylenediphosphonate), CN(C=O)C (N,N-dimethylformamide), [H-].[Na+] (sodium hydride). The solvent is O (Water). Run at time 15 hour. The product is COC=1C=C(COC2=NN(C=C2/C=C/P(OCC)(OCC)=O)C2=CC=CC=C2)C=CC1OCC=1C(=NN(C1)C1=NC=CC=C1)C (diethyl (E)-2-[3-({3-methoxy-4-[(3-methyl-1-pyridin-2-yl-1H-pyrazol-4-yl)methoxy]benzyl}oxy)-1-phenyl-1H-pyrazol-4-yl]ethenylphosphonate). The yield is 67.5%. Reaction SMILES: [CH3:1][O:2][C:3]1[CH:4]=[C:5]([CH:21]=[CH:22][C:23]=1[O:24][CH2:25][C:26]1[C:27]([CH3:37])=[N:28][N:29]([C:31]2[CH:36]=[CH:35][CH:34]=[CH:33][N:32]=2)[CH:30]=1)[CH2:6][O:7][C:8]1[C:12]([CH:13]=O)=[CH:11][N:10]([C:15]2[CH:20]=[CH:19][CH:18]=[CH:17][CH:16]=2)[N:9]=1.[CH2:38]([P:47](=[O:54])([O:51][CH2:52][CH3:53])[O:48][CH2:49][CH3:50])P(=O)(OCC)OCC.CN(C)C=O.[H-].[Na+]>O>[CH3:1][O:2][C:3]1[CH:4]=[C:5]([CH:21]=[CH:22][C:23]=1[O:24][CH2:25][C:26]1[C:27]([CH3:37])=[N:28][N:29]([C:31]2[CH:36]=[CH:35][CH:34]=[CH:33][N:32]=2)[CH:30]=1)[CH2:6][O:7][C:8]1[C:12](/[CH:13]=[CH:38]/[P:47](=[O:54])([O:48][CH2:49][CH3:50])[O:51][CH2:52][CH3:53])=[CH:11][N:10]([C:15]2[CH:16]=[CH:17][CH:18]=[CH:19][CH:20]=2)[N:9]=1 |f:3.4|. Reported procedure: To a mixture of 3-({3-methoxy-4-[(3-methyl-1-pyridin-2-yl-1H-pyrazol-4-yl)methoxy]benzyl}oxy)-1-phenyl-1H-pyrazole-4-carbaldehyde (0.28 g), tetraethyl methylenediphosphonate (0.18 g) and N,N-dimethylformamide (10 mL) was added sodium hydride (60% in oil, 0.030 g) at room temperature, and the mixture was stirred at the same temperature for 15 hrs. Water was poured into the reaction mixture, and the mixture was extracted with ethyl acetate. The organic layer was washed with saturated brine, dried ... The reactants are FC1=C(C=C(C=C1)CCC(=O)OCC)NC(=O)C1=CC(=CC2=CC=CC=C12)C1=CC(=CC=C1)F (Ethyl 3-[4-fluoro-3-({[3-(3-fluorophenyl)naphthalen-1-yl]carbonyl}amino)phenyl]propanoate), O[Li].O (LiOH.H2O). Yields the product FC1=C(C=C(C=C1)CCC(=O)O)NC(=O)C1=CC(=CC2=CC=CC=C12)C1=CC(=CC=C1)F (3-[4-fluoro-3-({[3-(3-fluorophenyl)naphthalen-1-yl]carbonyl}amino)phenyl]propanoic acid). The yield is 41.6%. Reaction SMILES: [F:1][C:2]1[CH:7]=[CH:6][C:5]([CH2:8][CH2:9][C:10]([O:12]CC)=[O:11])=[CH:4][C:3]=1[NH:15][C:16]([C:18]1[C:27]2[C:22](=[CH:23][CH:24]=[CH:25][CH:26]=2)[CH:21]=[C:20]([C:28]2[CH:33]=[CH:32][CH:31]=[C:30]([F:34])[CH:29]=2)[CH:19]=1)=[O:17].O[Li].O>>[F:1][C:2]1[CH:7]=[CH:6][C:5]([CH2:8][CH2:9][C:10]([OH:12])=[O:11])=[CH:4][C:3]=1[NH:15][C:16]([C:18]1[C:27]2[C:22](=[CH:23][CH:24]=[CH:25][CH:26]=2)[CH:21]=[C:20]([C:28]2[CH:33]=[CH:32][CH:31]=[C:30]([F:34])[CH:29]=2)[CH:19]=1)=[O:17] |f:1.2|. Reported procedure: Compound 20 was synthesized from 19 (3.26 mmol) and LiOH.H2O (32.6 mmol) using the procedure according to Method E described above.